The task is: describe an organic reaction: reactants, conditions, products, and yield. This data is from the Open Reaction Database (ORD), a public repository of structured organic reaction records. The reactants are FC1=CC=C(CN2N=C(C=C(C2=O)COS(=O)(=O)C)C2=CC(=C(C=C2)OC)F)C=C1 (2-(4-fluorobenzyl)-6-(3-fluoro-4-methoxyphenyl)-4-methanesulfonyloxymethyl-2H-pyridazin-3-one), CN1CCNCC1 (1-methylpiprazine). The product is FC1=CC=C(CN2N=C(C=C(C2=O)CN2CCN(CC2)C)C2=CC(=C(C=C2)OC)F)C=C1 (2-(4-fluorobenzyl)-6-(3-fluoro-4-methoxyphenyl)-4-(4-methyl-1-piperazinyl)methyl-2H-pyridazin-3-one). Yield: 45.8%. RXN SMILES: [F:1][C:2]1[CH:30]=[CH:29][C:5]([CH2:6][N:7]2[C:12](=[O:13])[C:11]([CH2:14]OS(C)(=O)=O)=[CH:10][C:9]([C:20]3[CH:25]=[CH:24][C:23]([O:26][CH3:27])=[C:22]([F:28])[CH:21]=3)=[N:8]2)=[CH:4][CH:3]=1.[CH3:31][N:32]1[CH2:37][CH2:36][NH:35][CH2:34][CH2:33]1>>[F:1][C:2]1[CH:30]=[CH:29][C:5]([CH2:6][N:7]2[C:12](=[O:13])[C:11]([CH2:14][N:35]3[CH2:36][CH2:37][N:32]([CH3:31])[CH2:33][CH2:34]3)=[CH:10][C:9]([C:20]3[CH:25]=[CH:24][C:23]([O:26][CH3:27])=[C:22]([F:28])[CH:21]=3)=[N:8]2)=[CH:4][CH:3]=1. Procedure: Following the procedure of Example 1(10), 2-(4-fluorobenzyl)-6-(3-fluoro-4-methoxyphenyl)-4-methanesulfonyloxymethyl-2H-pyridazin-3-one and 1-methylpiprazine were reacted to yield the title compound as a slightly-brown crystalline powder (yield: 45.8%). Starting materials: NC1=CC=C(C=C1)C1=C(NC2=NC=CC=C21)C(=O)N (3-(4-aminophenyl)-1H-pyrrolo[2,3-b]pyridine-2-carboxamide), COC1=C(C=C(C=C1)C(F)(F)F)N=C=O (2-methoxy-5-trifluoromethylphenyl isocyanate). Yields the product solid, COC1=C(C=C(C=C1)C(F)(F)F)NC(NC1=CC=C(C=C1)C1=C(NC2=NC=CC=C21)C(=O)N)=O (3-{4-[3-(2-methoxy-5-trifluoromethylphenyl)-ureido]phenyl}-1H-pyrrolo[2,3-b]pyridine-2-carboxamide). Reaction SMILES: [NH2:1][C:2]1[CH:7]=[CH:6][C:5]([C:8]2[C:16]3[C:11](=[N:12][CH:13]=[CH:14][CH:15]=3)[NH:10][C:9]=2[C:17]([NH2:19])=[O:18])=[CH:4][CH:3]=1.[CH3:20][O:21][C:22]1[CH:27]=[CH:26][C:25]([C:28]([F:31])([F:30])[F:29])=[CH:24][C:23]=1[N:32]=[C:33]=[O:34]>>[CH3:20][O:21][C:22]1[CH:27]=[CH:26][C:25]([C:28]([F:31])([F:30])[F:29])=[CH:24][C:23]=1[NH:32][C:33](=[O:34])[NH:1][C:2]1[CH:3]=[CH:4][C:5]([C:8]2[C:16]3[C:11](=[N:12][CH:13]=[CH:14][CH:15]=3)[NH:10][C:9]=2[C:17]([NH2:19])=[O:18])=[CH:6][CH:7]=1. Procedure: 50 mg of solid beige-coloured 3-{4-[3-(2-methoxy-5-trifluoromethylphenyl)-ureido]phenyl}-1H-pyrrolo[2,3-b]pyridine-2-carboxamide are prepared as described in Example 7 starting with 3-(4-aminophenyl)-1H-pyrrolo[2,3-b]pyridine-2-carboxamide and 2-methoxy-5-trifluoromethylphenyl isocyanate.